Dataset: the Open Reaction Database (ORD), a public repository of structured organic reaction records. Task: describe an organic reaction: reactants, conditions, products, and yield The reactants are C(C)OC(C(C)(C)C=1C=C2C(=C(NC2=C(C1)Br)C1=CC(=CC(=C1)C)C)[C@@H](CN)C)=O ((S)-2-[3-(2-amino-1-methylethyl)-7-bromo-2-(3,5-dimethylphenyl)-1H-indol-5-yl]-2-methylpropionic acid ethyl ester), [H][H] (hydrogen). The reagents and catalysts are [Pd] (palladium on carbon). Yields the product C(C)OC(C(C)(C)C=1C=C2C(=C(NC2=CC1)C1=CC(=CC(=C1)C)C)[C@@H](CN)C)=O ((S)-2-[3-(2-amino-1-methylethyl)-2-(3,5-dimethylphenyl)-1H-indol-5-yl]-2-methylpropionic acid ethyl ester). Isolated yield 103.4%. RXN SMILES: [CH2:1]([O:3][C:4](=[O:30])[C:5]([C:8]1[CH:9]=[C:10]2[C:14](=[C:15](Br)[CH:16]=1)[NH:13][C:12]([C:18]1[CH:23]=[C:22]([CH3:24])[CH:21]=[C:20]([CH3:25])[CH:19]=1)=[C:11]2[C@H:26]([CH3:29])[CH2:27][NH2:28])([CH3:7])[CH3:6])[CH3:2].[H][H]>[Pd]>[CH2:1]([O:3][C:4](=[O:30])[C:5]([C:8]1[CH:9]=[C:10]2[C:14](=[CH:15][CH:16]=1)[NH:13][C:12]([C:18]1[CH:19]=[C:20]([CH3:25])[CH:21]=[C:22]([CH3:24])[CH:23]=1)=[C:11]2[C@H:26]([CH3:29])[CH2:27][NH2:28])([CH3:7])[CH3:6])[CH3:2]. Reported procedure: To a solution of (S)-2-[3-(2-amino-1-methylethyl)-7-bromo-2-(3,5-dimethylphenyl)-1H-indol-5-yl]-2-methylpropionic acid ethyl ester (79 mg in 1 mL methanol) was added 8 mg of 10% palladium on carbon catalyst. The reaction flask was fitted with a hydrogen balloon, evacuated and recharged with hydrogen (3 times) and stirred at room temperature. After 7 hours the reaction was flushed with nitrogen, filtered over diatomaceous earth, concentrated in vacuo and purified by flash chromatography on silica... Starting materials: CC(=O)O[BH-](OC(C)=O)OC(C)=O, CC(=O)O, Cl, Cl, Cl, O=Cc1ccc(F)cc1, COc1cc(Nc2nc(C(N)CC(C)C)cs2)ccc1-n1cnc(C)c1, [Na+], [Na+], C1CCOC1, [OH-]. Yields the product COc1cc(Nc2nc(C(CC(C)C)NCc3ccc(F)cc3)cs2)ccc1-n1cnc(C)c1. RXN SMILES: [C:43]([O:44][BH-:45]([O:46][C:47](=[O:48])[CH3:49])[O:50][C:51](=[O:52])[CH3:53])(=[O:54])[CH3:55].[CH3:39][C:40](=[O:41])[OH:42].[ClH:1].[ClH:2].[ClH:3].[F:30][c:31]1[cH:32][cH:33][c:34]([CH:35]=[O:36])[cH:37][cH:38]1.[NH2:4][CH:5]([CH2:6][CH:7]([CH3:8])[CH3:9])[c:10]1[n:11][c:12]([NH:15][c:16]2[cH:17][c:18]([O:28][CH3:29])[c:19](-[n:22]3[cH:23][n:24][c:25]([CH3:27])[cH:26]3)[cH:20][cH:21]2)[s:13][cH:14]1.[Na+:56].[Na+:58].[O:59]1[CH2:60][CH2:61][CH2:62][CH2:63]1.[OH-:57]>>[NH:4]([CH:5]([CH2:6][CH:7]([CH3:8])[CH3:9])[c:10]1[n:11][c:12]([NH:15][c:16]2[cH:17][c:18]([O:28][CH3:29])[c:19](-[n:22]3[cH:23][n:24][c:25]([CH3:27])[cH:26]3)[cH:20][cH:21]2)[s:13][cH:14]1)[CH2:35][c:34]1[cH:33][cH:32][c:31]([F:30])[cH:38][cH:37]1. Reactants: ClC1=CC=C(C(=O)C2=NOC(=N2)CC(=O)OC(C)C)C=C1 (isopropyl [3-(4-chlorobenzoyl)-1,2,4-oxadiazol-5-yl]acetate), OS(=O)(=O)O (H2SO4), ice water. Reaction conditions: time 15 minute. Yields the product ClC1=CC=C(C(=O)C2=NOC(=N2)CC(=O)O)C=C1 ([3-(4-Chlorobenzoyl)-1,2,4-oxadiazol-5-yl]acetic acid). Isolated yield 86.8%. RXN SMILES: [Cl:1][C:2]1[CH:21]=[CH:20][C:5]([C:6]([C:8]2[N:12]=[C:11]([CH2:13][C:14]([O:16]C(C)C)=[O:15])[O:10][N:9]=2)=[O:7])=[CH:4][CH:3]=1.OS(O)(=O)=O>>[Cl:1][C:2]1[CH:3]=[CH:4][C:5]([C:6]([C:8]2[N:12]=[C:11]([CH2:13][C:14]([OH:16])=[O:15])[O:10][N:9]=2)=[O:7])=[CH:20][CH:21]=1. Procedure details: To a flask containing 5.2 g of isopropyl [3-(4-chlorobenzoyl)-1,2,4-oxadiazol-5-yl]acetate was added 35 ml of cold concentrated H2SO4. The resulting mixture was stirred and swirled for 15 minutes. The resulting solution was poured slowly into mechanically stirred ice water to precipitate the product. The solid was collected by filtration, washed with excess water and dried under vacuum for 48 hours at room temperature to give 3.9 g of a solid. Recrystallization from acetone/hexane gave 2.5 g (56...